Dataset: the Open Reaction Database (ORD), a public repository of structured organic reaction records. Task: describe an organic reaction: reactants, conditions, products, and yield Starting materials: CC1=C2C(=NC=C1)NC(N2C(=O)OC(C)(C)C)=O (tert-butyl 7-methyl-2-oxo-2,3-dihydroimidazo[4,5-b]pyridine-1-carboxylate), N(=C=O)CCCCCC (1-isocyanatohexane). The solvent is O1CCOCC1 (dioxane). Yields the product C(CCCCC)NC(=O)N1C(N(C=2C1=NC=CC2C)C(=O)OC(C)(C)C)=O (tert-Butyl 3-hexylcarbamoyl-7-methyl-2-oxo-2,3-dihydroimidazo[4,5-b]pyridine-1-carboxylate). RXN SMILES: [CH3:1][C:2]1[CH:7]=[CH:6][N:5]=[C:4]2[NH:8][C:9](=[O:18])[N:10]([C:11]([O:13][C:14]([CH3:17])([CH3:16])[CH3:15])=[O:12])[C:3]=12.[N:19]([CH2:22][CH2:23][CH2:24][CH2:25][CH2:26][CH3:27])=[C:20]=[O:21]>O1CCOCC1>[CH2:22]([NH:19][C:20]([N:8]1[C:4]2=[N:5][CH:6]=[CH:7][C:2]([CH3:1])=[C:3]2[N:10]([C:11]([O:13][C:14]([CH3:15])([CH3:17])[CH3:16])=[O:12])[C:9]1=[O:18])=[O:21])[CH2:23][CH2:24][CH2:25][CH2:26][CH3:27]. Procedure: Analogously to Example 1, tert-butyl 7-methyl-2-oxo-2,3-dihydroimidazo[4,5-b]pyridine-1-carboxylate (200 mg, 0.8 mmol) and 1-isocyanatohexane (113 mg, 0.88 mmol) were reacted in dioxane. Yield: 5 mg (2%), M+H+: 377.20. The reactants are C(C1=CC=CC=C1)N1CC2C(CCC(C2(C1)C(=O)OC)C1=CC=CC=C1)=O (methyl (3aRS,4SR,7aRS)-2-benzyl-7-oxo-4-phenyloctahydroisoindole-3a-carboxylate), C(C)(C)C1=CC=C(C=C1)[Mg]Br (4-isopropylphenyl magnesium bromide), BrC1=CC=C(C=C1)C(C)C (4-bromoisopropylbenzene), [Mg] (magnesium). Solvent: C(C)OCC (diethyl ether), C(C)OCC (diethyl ether). The product is C(C1=CC=CC=C1)N1CC2C(CCC(C2(C1)C(=O)OC)C1=CC=CC=C1)(O)C1=CC=C(C=C1)C(C)C (methyl (3aRS,4SR,7RS,7aRS)-2-benzyl-7-(4-isopropylphenyl)-7-hydroxy-4-phenyloctahydroisoindole-3a-carboxylate). Isolated yield 41.0%. Reaction SMILES: [CH2:1]([N:8]1[CH2:16][C:15]2([C:17]([O:19][CH3:20])=[O:18])[CH:10]([C:11](=[O:27])[CH2:12][CH2:13][CH:14]2[C:21]2[CH:26]=[CH:25][CH:24]=[CH:23][CH:22]=2)[CH2:9]1)[C:2]1[CH:7]=[CH:6][CH:5]=[CH:4][CH:3]=1.[CH:28]([C:31]1[CH:36]=[CH:35][C:34]([Mg]Br)=[CH:33][CH:32]=1)([CH3:30])[CH3:29].BrC1C=CC(C(C)C)=CC=1.[Mg]>C(OCC)C>[CH2:1]([N:8]1[CH2:16][C:15]2([C:17]([O:19][CH3:20])=[O:18])[CH:10]([C:11]([C:34]3[CH:35]=[CH:36][C:31]([CH:28]([CH3:30])[CH3:29])=[CH:32][CH:33]=3)([OH:27])[CH2:12][CH2:13][CH:14]2[C:21]2[CH:26]=[CH:25][CH:24]=[CH:23][CH:22]=2)[CH2:9]1)[C:2]1[CH:7]=[CH:6][CH:5]=[CH:4][CH:3]=1. Procedure: By carrying out the reaction as in Stage A of Example 1, but from 6 g of methyl (3aRS,4SR,7aRS)-2-benzyl-7-oxo-4-phenyloctahydroisoindole-3a-carboxylate in 60 cm3 of dry diethyl ether and from a solution of 4-isopropylphenyl magnesium bromide, prepared at the time of use from 4 g of 4-bromoisopropylbenzene and 0.52 g of magnesium turnings in 7 cm3 of dry diethyl ether, for eighteen hours at room temperature, 3.3 g (41%) of methyl (3aRS,4SR,7RS,7aRS)-2-benzyl-7-(4-isopropylphenyl)-7-hydroxy-4-phe... Reactants: CCCCCCCC (octane), 56, CCCCCCCC (octane), FC(C(C(C(C(F)(F)F)(F)F)=O)(Br)F)(F)F (perfluoro-2-bromo-3-pentanone), FC(C(C(C(C(F)(F)F)(F)F)(Br)F)=O)(F)F (perfluoro-3-bromo-2-pentanone). Product: FC(C1(C(C(C(F)(F)F)(F)F)(O1)F)F)(F)F (Perfluoro2,3-epoxypentane). As a reaction SMILES: CCCCCCCC.[F:9][C:10]([F:24])([F:23])[C:11]([F:22])(Br)[C:12](=[O:20])[C:13]([F:19])([F:18])[C:14]([F:17])([F:16])[F:15].[F:25]C(F)(F)C(=O)C(F)(Br)C(F)(F)C(F)(F)F>>[F:9][C:10]([F:24])([F:23])[C:11]1([F:22])[O:20][C:12]1([F:25])[C:13]([F:19])([F:18])[C:14]([F:17])([F:16])[F:15]. Procedure details: The distillate was subjected to flash chromatography on silica gel using octane as an eluant. The column effluent containing primarily octane and the mixture of perfluoro-2-bromo-3-pentanone and perfluoro-3-bromo-2-pentanone was then subjected to two vacuum distillations at a pressure of 56 and 100 torr, respectively, to separate the bromoperfluoroketones from the bulk of the octane. The low-boiling fractions from the vacuum distillations were then re-distilled at atmospheric pressure. The fract... Reactants: NC1=CC=C(C(=O)N2C3=C(CC4=C(C2)C=CC=C4)C=CC=C3)C=C1 (5-(4-aminobenzoyl)-6,11-dihydro-5H-dibenz[b,e]azepine), ClC1=C(C(=O)Cl)C=CC(=C1)Cl (2,4-dichlorobenzoyl chloride), ClCCl (dichloromethane). Yields the product C1=CC=CC=2N(CC3=C(CC21)C=CC=C3)C(=O)C3=CC=C(C=C3)NC(C3=CC(=C(C=C3)Cl)Cl)=O (N-[4-[(6,11-Dihydro-5H-dibenz[b,e]azepin-5-yl)carbonyl]phenyl]-3,4-dichlorobenzamide). As a reaction SMILES: [NH2:1][C:2]1[CH:24]=[CH:23][C:5]([C:6]([N:8]2[CH2:14][C:13]3[CH:15]=[CH:16][CH:17]=[CH:18][C:12]=3[CH2:11][C:10]3[CH:19]=[CH:20][CH:21]=[CH:22][C:9]2=3)=[O:7])=[CH:4][CH:3]=1.Cl[C:26]1[CH:34]=[C:33]([Cl:35])[CH:32]=[CH:31][C:27]=1[C:28](Cl)=[O:29].[Cl:36]CCl>>[CH:19]1[C:10]2[CH2:11][C:12]3[CH:18]=[CH:17][CH:16]=[CH:15][C:13]=3[CH2:14][N:8]([C:6]([C:5]3[CH:4]=[CH:3][C:2]([NH:1][C:28](=[O:29])[C:27]4[CH:31]=[CH:32][C:33]([Cl:35])=[C:34]([Cl:36])[CH:26]=4)=[CH:24][CH:23]=3)=[O:7])[C:9]=2[CH:22]=[CH:21][CH:20]=1. Procedure: As described for Example 9, 0.111 g (1.1 mmol) of 5-(4-aminobenzoyl)-6,11-dihydro-5H-dibenz[b,e]azepine in 8 ml of dichloromethane is reacted with 0.230 g of (1.1 mmol) of 2,4-dichlorobenzoyl chloride. The product is recrystallized from hexane-dichloromethane to give 0.24 g of crystals, m.p. 212°-215° C. Reactants: [Na] (sodium), C(CC(C)C)O (iso-amyl alcohol), C(CC(C)C)O (iso-amyl alcohol), C(CCCCCCCC)OC1=CC=C(C=C1)C1=C(C(=O)O)C=CC=C1 (4-nonyloxyphenyl benzoic acid), [Na] (sodium), C(CC(C)C)O (iso-amyl alcohol), O (water), C(CC(C)C)O (iso-amyl alcohol), [Na] (sodium). Conditions: time 20 minute. Product: C(CCCCCCCC)OC1=CC=C(C=C1)[C@@H]1CC[C@H](CC1)C(=O)O (trans-4-(4-nonyloxyphenyl)cyclohexylcarboxylic acid). RXN SMILES: [CH2:1]([O:10][C:11]1[CH:16]=[CH:15][C:14]([C:17]2[CH:25]=[CH:24][CH:23]=[CH:22][C:18]=2C(O)=O)=[CH:13][CH:12]=1)[CH2:2][CH2:3][CH2:4][CH2:5][CH2:6][CH2:7][CH2:8][CH3:9].[Na].[OH2:27].[CH2:28]([OH:33])CC(C)C>>[CH2:1]([O:10][C:11]1[CH:12]=[CH:13][C:14]([C@H:17]2[CH2:18][CH2:22][C@H:23]([C:28]([OH:33])=[O:27])[CH2:24][CH2:25]2)=[CH:15][CH:16]=1)[CH2:2][CH2:3][CH2:4][CH2:5][CH2:6][CH2:7][CH2:8][CH3:9] |^1:25|. Procedure details: Into a 1000 ml volume three-neck flask charged were 150 ml of iso-amyl alcohol and 2.06 g of 4-nonyloxyphenyl benzoic acid, followed by heating under stirring, to dissolve the latter in the former. Under reflux, a solution of 8 g of metallic sodium in 70 ml of iso-amyl alcohol prepared by heating was added to the flask. The reaction was continued for an additional 20 minutes under reflux, and then additional 8 g of metallic sodium was added to the flask. After the lapse of 30 minutes, a solution... The reactants are C1(CC1)CC=1C(=C(C(=O)OC)C=CC1O)O (Methyl 3-(cyclopropylmethyl)-2,4-dihydroxybenzoate), [Cl-].[NH4+] (ammonium chloride). The product is C1(CC1)CC=1C(=C(C(=O)N)C=CC1O)O (3-(Cyclopropylmethyl)-2,4-dihydroxy benzamide). RXN SMILES: [CH:1]1([CH2:4][C:5]2[C:6]([OH:16])=[C:7]([CH:12]=[CH:13][C:14]=2[OH:15])[C:8](OC)=[O:9])[CH2:3][CH2:2]1.[Cl-].[NH4+:18]>>[CH:1]1([CH2:4][C:5]2[C:6]([OH:16])=[C:7]([CH:12]=[CH:13][C:14]=2[OH:15])[C:8]([NH2:18])=[O:9])[CH2:3][CH2:2]1 |f:1.2|. Procedure details: The compound of Example 15 is heated at 50° C. in a saturated ammonium chloride solution overnight. The reaction mixture is thoroughly extracted with ethyl acetate, and the solvent dried (Na2SO4) and evaporated in vacuo to afford the crude product. Chromatographic purification or silica gel using ethyl acetate/hexane (4:6) as eluant affords the product. Reactants: F[B-](F)(F)F, CC(C)(C)c1ccc(N)cc1, CCOC(C)=O, CCN(C(C)C)C(C)C, Nc1ccccc1C(=O)O, CN(C)C=O, CN(C)C(On1nnc2ccccc21)=[N+](C)C. Yields the product CC(C)(C)c1ccc(NC(=O)c2ccccc2N)cc1. RXN SMILES: [B-:22]([F:23])([F:24])([F:25])[F:26].[C:1]([CH3:2])([CH3:3])([CH3:4])[c:5]1[cH:6][cH:7][c:8]([NH2:11])[cH:9][cH:10]1.[CH3:58][CH2:59][O:60][C:61]([CH3:62])=[O:63].[CH:44]([N:45]([CH2:46][CH3:47])[CH:48]([CH3:49])[CH3:50])([CH3:51])[CH3:52].[NH2:12][c:13]1[c:14]([C:15](=[O:16])[OH:17])[cH:18][cH:19][cH:20][cH:21]1.[O:53]=[CH:54][N:55]([CH3:56])[CH3:57].[n:27]1([O:28][C:29]([N:30]([CH3:31])[CH3:32])=[N+:33]([CH3:34])[CH3:35])[c:36]2[cH:37][cH:38][cH:39][cH:40][c:41]2[n:42][n:43]1>>[C:1]([CH3:2])([CH3:3])([CH3:4])[c:5]1[cH:6][cH:7][c:8]([NH:11][C:15]([c:14]2[c:13]([NH2:12])[cH:21][cH:20][cH:19][cH:18]2)=[O:16])[cH:9][cH:10]1.